Dataset: the Open Reaction Database (ORD), a public repository of structured organic reaction records. Task: describe an organic reaction: reactants, conditions, products, and yield Starting materials: ClC=1C=C2C(=CN(C2=CC1)C(=O)OC(C)(C)C)CN1C(NC(C=2NC=NC12)=O)=S (tert-butyl 5-chloro-3-[(6-oxo-2-thioxo-1,2,6,7-tetrahydro-3H-purin-3-yl)methyl]-1H-indole-1-carboxylate), C1=C(C=C(C(=C1I)OC2=CC(=C(C(=C2)I)O)I)I)C(=O)O (TFA 4), 1. The solvent is C(Cl)Cl (CH2Cl2). The product is ClC=1C=C2C(=CNC2=CC1)CN1C(NC(C=2NC=NC12)=O)=S (3-[(5-chloro-1H-indol-3-yl)methyl]-2-thioxo-1,2,3,7-tetrahydro-6H-purin-6-one). The yield is 66.3%. As a reaction SMILES: [Cl:1][C:2]1[CH:3]=[C:4]2[C:8](=[CH:9][CH:10]=1)[N:7](C(OC(C)(C)C)=O)[CH:6]=[C:5]2[CH2:18][N:19]1[C:27]2[N:26]=[CH:25][NH:24][C:23]=2[C:22](=[O:28])[NH:21][C:20]1=[S:29].C1C(I)=C(OC2C=C(I)C(O)=C(I)C=2)C(I)=CC=1C(O)=O>C(Cl)Cl>[Cl:1][C:2]1[CH:3]=[C:4]2[C:8](=[CH:9][CH:10]=1)[NH:7][CH:6]=[C:5]2[CH2:18][N:19]1[C:27]2[N:26]=[CH:25][NH:24][C:23]=2[C:22](=[O:28])[NH:21][C:20]1=[S:29]. Reported procedure: A solution of tert-butyl 5-chloro-3-[(6-oxo-2-thioxo-1,2,6,7-tetrahydro-3H-purin-3-yl)methyl]-1H-indole-1-carboxylate (0.043 g, 0.10 mmol, obtained from Example 10(c)) in CH2Cl2:TFA 4:1 (2 mL) was stirred for 3.5 h and then evaporated. Purification of the crude product by preparative HPLC gave the title compound (0.022 g, 68%) as a solid. The reactants are O=C(Cl)Oc1ccccc1, CCNC(=O)n1ccc2cc(Oc3ccnc(N)c3)ccc21, CN(C)C=O, c1ccncc1. The product is CCNC(=O)n1ccc2cc(Oc3ccnc(NC(=O)Oc4ccccc4)c3)ccc21. RXN SMILES: [C:29]([O:30][c:31]1[cH:32][cH:33][cH:34][cH:35][cH:36]1)(=[O:37])[Cl:38].[CH2:1]([CH3:2])[NH:3][C:4](=[O:5])[n:6]1[cH:7][cH:8][c:9]2[cH:10][c:11]([O:15][c:16]3[cH:17][c:18]([NH2:22])[n:19][cH:20][cH:21]3)[cH:12][cH:13][c:14]12.[CH3:39][N:40]([CH3:41])[CH:42]=[O:43].[cH:23]1[cH:24][cH:25][n:26][cH:27][cH:28]1>>[CH2:1]([CH3:2])[NH:3][C:4](=[O:5])[n:6]1[cH:7][cH:8][c:9]2[cH:10][c:11]([O:15][c:16]3[cH:17][c:18]([NH:22][C:29]([O:30][c:31]4[cH:32][cH:33][cH:34][cH:35][cH:36]4)=[O:37])[n:19][cH:20][cH:21]3)[cH:12][cH:13][c:14]12. Reactants: [Br-], C#C[Mg+], O=Cc1c(F)ccc(-c2ccn3nc(-c4ccc(F)cc4)cc3c2)c1F, C1CCOC1. The product is C#CC(O)c1c(F)ccc(-c2ccn3nc(-c4ccc(F)cc4)cc3c2)c1F. RXN SMILES: [Br-:27].[C:28](#[CH:29])[Mg+:30].[F:1][c:2]1[c:3]([CH:4]=[O:5])[c:6]([F:26])[cH:7][cH:8][c:9]1-[c:10]1[cH:11][c:12]2[n:13]([cH:14][cH:15]1)[n:16][c:17](-[c:19]1[cH:20][cH:21][c:22]([F:25])[cH:23][cH:24]1)[cH:18]2.[O:31]1[CH2:32][CH2:33][CH2:34][CH2:35]1>>[F:1][c:2]1[c:3]([CH:4]([OH:5])[C:28]#[CH:29])[c:6]([F:26])[cH:7][cH:8][c:9]1-[c:10]1[cH:11][c:12]2[n:13]([cH:14][cH:15]1)[n:16][c:17](-[c:19]1[cH:20][cH:21][c:22]([F:25])[cH:23][cH:24]1)[cH:18]2. The reactants are BrC=1C=NC(=NC1)N(S(=O)(=O)CC)CC1=CC=CC=C1 (N-(5-Bromo-2-pyrimidinyl)-N-(phenylmethyl)-ethanesulfonamide), ClC=1C=CC(=C(C1)B(O)O)O (5-chloro-2-hydroxyphenyl-boronic acid). The product is ClC=1C=CC(=C(C1)C=1C=NC(=NC1)N(S(=O)(=O)CC)CC1=CC=CC=C1)O (N-[5-(5-Chloro-2-hydroxyphenyl)-2-pyrimidinyl]-N-(phenylmethyl)-ethanesulfonamide). As a reaction SMILES: Br[C:2]1[CH:3]=[N:4][C:5]([N:8]([CH2:14][C:15]2[CH:20]=[CH:19][CH:18]=[CH:17][CH:16]=2)[S:9]([CH2:12][CH3:13])(=[O:11])=[O:10])=[N:6][CH:7]=1.[Cl:21][C:22]1[CH:23]=[CH:24][C:25]([OH:31])=[C:26](B(O)O)[CH:27]=1>>[Cl:21][C:22]1[CH:27]=[CH:26][C:25]([OH:31])=[C:24]([C:2]2[CH:3]=[N:4][C:5]([N:8]([CH2:14][C:15]3[CH:20]=[CH:19][CH:18]=[CH:17][CH:16]=3)[S:9]([CH2:12][CH3:13])(=[O:11])=[O:10])=[N:6][CH:7]=2)[CH:23]=1. Procedure: The subtitle compound was prepared by the method of example 1 step (ii) using the product from step (i) and 5-chloro-2-hydroxyphenyl-boronic acid, yield 0.25 g. The reactants are CCCCCN, C1CCOC1, O=C(O)c1ccc2c(c1)nc(COc1ccccc1)n2Cc1ccc(OC(F)(F)F)cc1. Product: CCCCCNC(=O)c1ccc2c(c1)nc(COc1ccccc1)n2Cc1ccc(OC(F)(F)F)cc1. RXN SMILES: [CH2:33]([CH2:34][CH2:35][CH2:36][CH3:37])[NH2:38].[CH2:39]1[O:40][CH2:41][CH2:42][CH2:43]1.[O:1]([c:2]1[cH:3][cH:4][cH:5][cH:6][cH:7]1)[CH2:8][c:9]1[n:10][c:11]2[c:12]([n:13]1[CH2:14][c:15]1[cH:16][cH:17][c:18]([O:21][C:22]([F:23])([F:24])[F:25])[cH:19][cH:20]1)[cH:26][cH:27][c:28]([C:30](=[O:31])[OH:32])[cH:29]2>>[O:1]([c:2]1[cH:3][cH:4][cH:5][cH:6][cH:7]1)[CH2:8][c:9]1[n:10][c:11]2[c:12]([n:13]1[CH2:14][c:15]1[cH:16][cH:17][c:18]([O:21][C:22]([F:23])([F:24])[F:25])[cH:19][cH:20]1)[cH:26][cH:27][c:28]([C:30](=[O:31])[NH:38][CH2:33][CH2:34][CH2:35][CH2:36][CH3:37])[cH:29]2. The reactants are CC(C)(C)N, CC#N, O=C1c2ccccc2C(=O)N1c1c(F)c(F)nc(F)c1Cl. The product is CC(C)(C)Nc1nc(F)c(Cl)c(N2C(=O)c3ccccc3C2=O)c1F. Reaction SMILES: [C:22]([CH3:23])([CH3:24])([CH3:25])[NH2:26].[CH3:27][C:28]#[N:29].[Cl:1][c:2]1[c:3]([F:21])[n:4][c:5]([F:20])[c:6]([F:19])[c:7]1[N:8]1[C:9](=[O:18])[c:10]2[c:11]([cH:14][cH:15][cH:16][cH:17]2)[C:12]1=[O:13]>>[Cl:1][c:2]1[c:3]([F:21])[n:4][c:5]([NH:26][C:22]([CH3:23])([CH3:24])[CH3:25])[c:6]([F:19])[c:7]1[N:8]1[C:9](=[O:18])[c:10]2[c:11]([cH:14][cH:15][cH:16][cH:17]2)[C:12]1=[O:13]. The reactants are CO, CCOC(=O)CN=C=O, CC(=C1C(=O)Nc2ccc(N)cc21)c1ccc[nH]1, C1CCOC1. Yields the product CCOC(=O)CNC(=O)Nc1ccc2c(c1)C(=C(C)c1ccc[nH]1)C(=O)N2. RXN SMILES: [CH3:28][OH:29].[N:19](=[C:20]=[O:21])[CH2:22][C:23](=[O:24])[O:25][CH2:26][CH3:27].[NH2:1][c:2]1[cH:3][c:4]2[c:8]([cH:9][cH:10]1)[NH:7][C:6](=[O:11])[C:5]2=[C:12]([CH3:13])[c:14]1[nH:15][cH:16][cH:17][cH:18]1.[O:30]1[CH2:31][CH2:32][CH2:33][CH2:34]1>>[NH:1]([c:2]1[cH:3][c:4]2[c:8]([cH:9][cH:10]1)[NH:7][C:6](=[O:11])[C:5]2=[C:12]([CH3:13])[c:14]1[nH:15][cH:16][cH:17][cH:18]1)[C:20]([NH:19][CH2:22][C:23](=[O:24])[O:25][CH2:26][CH3:27])=[O:21]. Starting materials: NC=1C=CC=C2C=CC=NC12 (8-aminoquinoline), C(C)(C)(C)C1=CC=C(C=C1)Br (4-tert-butyl bromobenzene), CC(C)([O-])C.[Na+] (sodium tert-butoxide). Reagents/catalysts: C=1C=CC(=CC1)/C=C/C(=O)/C=C/C2=CC=CC=C2.C=1C=CC(=CC1)/C=C/C(=O)/C=C/C2=CC=CC=C2.C=1C=CC(=CC1)/C=C/C(=O)/C=C/C2=CC=CC=C2.[Pd].[Pd] (tris(dibenzylideneacetone)dipalladium), C1(=CC=CC=C1)P(C1=C(C2=CC=CC=C2C=C1)C1=C(C=CC2=CC=CC=C12)P(C1=CC=CC=C1)C1=CC=CC=C1)C1=CC=CC=C1 (rac-2,2′-bis(diphenylphosphino)-1,1′-binapthyl). The solvent is C1(=CC=CC=C1)C (toluene). Product: C(C)(C)(C)C1=CC=C(C=C1)NC=1C=CC=C2C=CC=NC12 (N-(4-tert-butylphenyl)quinolin-8-amine). The yield is 83.2%. As a reaction SMILES: [NH2:1][C:2]1[CH:3]=[CH:4][CH:5]=[C:6]2[C:11]=1[N:10]=[CH:9][CH:8]=[CH:7]2.[C:12]([C:16]1[CH:21]=[CH:20][C:19](Br)=[CH:18][CH:17]=1)([CH3:15])([CH3:14])[CH3:13].CC(C)([O-])C.[Na+]>C1C=CC(/C=C/C(/C=C/C2C=CC=CC=2)=O)=CC=1.C1C=CC(/C=C/C(/C=C/C2C=CC=CC=2)=O)=CC=1.C1C=CC(/C=C/C(/C=C/C2C=CC=CC=2)=O)=CC=1.[Pd].[Pd].C1(P(C2C=CC=CC=2)C2C=CC3C(=CC=CC=3)C=2C2C3C(=CC=CC=3)C=CC=2P(C2C=CC=CC=2)C2C=CC=CC=2)C=CC=CC=1.C1(C)C=CC=CC=1>[C:12]([C:16]1[CH:21]=[CH:20][C:19]([NH:1][C:2]2[CH:3]=[CH:4][CH:5]=[C:6]3[C:11]=2[N:10]=[CH:9][CH:8]=[CH:7]3)=[CH:18][CH:17]=1)([CH3:15])([CH3:14])[CH3:13] |f:2.3,4.5.6.7.8|. Procedure details: To a flask equipped with a magnetic stirrer, reflux condensor, and nitrogen inlet was added 8-aminoquinoline (14.4 grams, 0.10 moles), 4-tert-butyl bromobenzene (21.3 grams, 0.10 moles), tris(dibenzylideneacetone)dipalladium (0) (1.8 grams, 0.002 moles), rac-2,2′-bis(diphenylphosphino)-1,1′-binapthyl (2.5 grams, 0.004 moles), sodium tert-butoxide (19.4 grams, 0.20 moles) and anhydrous toluene (150 mL). The contents of the flask were refluxed for four days; cooled to room temperature; and filtere...